This data is from the Open Reaction Database (ORD), a public repository of structured organic reaction records. The task is: describe an organic reaction: reactants, conditions, products, and yield Yields the product Cc1cc(Oc2ccc3nc(NC(=O)C4CC4)cn3c2)ccc1[N+](=O)[O-]. RXN SMILES: [C:28](=[O:29])([O-:30])[O-:31].[CH3:36][S:37](=[O:38])[CH3:39].[CH3:40][CH2:41][O:42][C:43](=[O:44])[CH3:45].[Cl-:34].[Cs+:32].[Cs+:33].[F:17][c:18]1[cH:19][c:20]([CH3:27])[c:21]([N+:24](=[O:25])[O-:26])[cH:22][cH:23]1.[NH4+:35].[OH:1][c:2]1[cH:3][cH:4][c:5]2[n:6]([cH:7]1)[cH:8][c:9]([NH:11][C:12](=[O:13])[CH:14]1[CH2:15][CH2:16]1)[n:10]2>>[O:1]([c:2]1[cH:3][cH:4][c:5]2[n:6]([cH:7]1)[cH:8][c:9]([NH:11][C:12](=[O:13])[CH:14]1[CH2:15][CH2:16]1)[n:10]2)[c:18]1[cH:19][c:20]([CH3:27])[c:21]([N+:24](=[O:25])[O-:26])[cH:22][cH:23]1. The reactants are O=C([O-])[O-], CS(C)=O, CCOC(C)=O, [Cl-], [Cs+], [Cs+], Cc1cc(F)ccc1[N+](=O)[O-], [NH4+], O=C(Nc1cn2cc(O)ccc2n1)C1CC1. The product is C(C)(C)(C)C1=CC=C(C=C1)C(O)(C=1NC=CN1)C1=CC=CC=C1 (α-(p-tert.-butylphenyl)-α-phenyl-imidazole-2-methanol). Run in C(C)OCC (diethyl ether). RXN SMILES: [C:1]([C:5]1[CH:10]=[CH:9][C:8]([C:11]([C:20]2[CH:25]=[CH:24][CH:23]=[CH:22][CH:21]=2)([C:13]2[N:14](C=C)[CH:15]=[CH:16][N:17]=2)[OH:12])=[CH:7][CH:6]=1)([CH3:4])([CH3:3])[CH3:2].[Mn]([O-])(=O)(=O)=O.[K+]>C(OCC)C>[C:1]([C:5]1[CH:6]=[CH:7][C:8]([C:11]([C:20]2[CH:25]=[CH:24][CH:23]=[CH:22][CH:21]=2)([C:13]2[NH:14][CH:15]=[CH:16][N:17]=2)[OH:12])=[CH:9][CH:10]=1)([CH3:4])([CH3:2])[CH3:3] |f:1.2|. Procedure details: This compound was prepared by the procedure described in Example XXI B using 22.6 g. (0.068 mol) of α-(p-tert.-butylphenyl)-α-phenyl-1-vinylimidazole-2-methanol, 820 ml. of 4% aqueous potassium permanganate and 11 g. of solid potassium permanganate (total permanganate 0.214 mol). After the manganese dioxide had been filtered off, the excess of potassium permanganate in the filtrate was reduced to manganese dioxide by addition of sodium bisulphite. The precipitate was filtered off and the organic... Starting materials: C(C)(C)(C)C1=CC=C(C=C1)C(O)(C=1N(C=CN1)C=C)C1=CC=CC=C1 (α-(p-tert.-butylphenyl)-α-phenyl-1-vinylimidazole-2-methanol), [Mn](=O)(=O)(=O)[O-].[K+] (potassium permanganate), [Mn](=O)(=O)(=O)[O-].[K+] (potassium permanganate). Reactants: C[C@@H](C/C=C/C(C)=O)CCC=C(C)C ((3E,6R)-6,10-dimethyl-3,9-undecadien-2-one), CC([O-])C.[Al+3].CC([O-])C.CC([O-])C (aluminum isopropoxide). The solvent is CC(=O)C (Acetone). Run at temperature 80 celsius, time 3.5 hour. Product: C[C@@H](C/C=C/C(C)O)CCC=C(C)C ((2RS,3E,6R)-6,10-dimethyl-3,9-undecadien-2-ol). Yield: 102.7%. RXN SMILES: [CH3:1][C@H:2]([CH2:9][CH2:10][CH:11]=[C:12]([CH3:14])[CH3:13])[CH2:3]/[CH:4]=[CH:5]/[C:6](=[O:8])[CH3:7].CC(C)[O-].[Al+3].CC(C)[O-].CC(C)[O-]>CC(C)=O>[CH3:1][C@H:2]([CH2:9][CH2:10][CH:11]=[C:12]([CH3:14])[CH3:13])[CH2:3]/[CH:4]=[CH:5]/[CH:6]([OH:8])[CH3:7] |f:1.2.3.4|. Procedure: A flame-dried 1 L 3-necked flask, fitted with a 30 cm Vigreux column topped with a distillation head, an argon inlet tube and a magnetic stirring bar, was charged with 36.8 g (0.189 mol) of (3E,6R)-6,10-dimethyl-3,9-undecadien-2-one (GC purity 93.6%), 500 mL of iospropanol and 40.0 g (0.196 mol) of aluminum isopropoxide. The reaction mixture was stirred and heated to gentle reflux under argon. Acetone was allowed to distill off at a rate of about 30 drops/min. While maintaining a head temperatur... The reactants are C1(CC1)C=1C=CC(=NC1OCC1CC1)C(=O)O (5-cyclopropyl-6-cyclopropylmethoxy-pyridine-2-carboxylic acid), Cl.F[C@H]1C[C@H](NC1)C(=O)N ((2S,4S)-4-fluoro-2-pyrrolidinecarboxamide hydrochloride). Yields the product C1(CC1)C=1C=CC(=NC1OCC1CC1)C(=O)N1[C@@H](C[C@@H](C1)F)C(=O)N ((2S,4S)-1-(5-Cyclopropyl-6-cyclopropylmethoxy-pyridine-2-carbonyl)-4-fluoro-pyrrolidine-2-carboxylic acid amide). As a reaction SMILES: [CH:1]1([C:4]2[CH:5]=[CH:6][C:7]([C:15]([OH:17])=O)=[N:8][C:9]=2[O:10][CH2:11][CH:12]2[CH2:14][CH2:13]2)[CH2:3][CH2:2]1.Cl.[F:19][C@@H:20]1[CH2:24][NH:23][C@H:22]([C:25]([NH2:27])=[O:26])[CH2:21]1>>[CH:1]1([C:4]2[CH:5]=[CH:6][C:7]([C:15]([N:23]3[CH2:24][C@@H:20]([F:19])[CH2:21][C@H:22]3[C:25]([NH2:27])=[O:26])=[O:17])=[N:8][C:9]=2[O:10][CH2:11][CH:12]2[CH2:13][CH2:14]2)[CH2:2][CH2:3]1 |f:1.2|. Procedure: The title compound was synthesized in analogy to Example 47 b, using 5-cyclopropyl-6-cyclopropylmethoxy-pyridine-2-carboxylic acid (Example 3 c, 50 mg, 214 μmol) and (2S,4S)-4-fluoro-2-pyrrolidinecarboxamide hydrochloride (1:1) (CAN 426844-23-7; 40 mg, 236 μmol) as starting materials and isolated (68 mg, 91%) as off-white solid; LC-MS (UV peak area, ESI) 100%, 348.1721 [MH+]. Starting materials: C(C)(C)(C)OC(C1=CC(=NC(=C1)C=C)C=C)=O (2,6-divinyl-isonicotinic acid tert-butyl ester). The reagents and catalysts are [Pd] (Pd/C). Solvent: CO (methanol). Conditions: time 15 hour. Yields the product C(C)(C)(C)OC(C1=CC(=NC(=C1)CC)CC)=O (2,6-diethyl-isonicotinic acid tert-butyl ester). The yield is 88.8%. Reaction SMILES: [C:1]([O:5][C:6](=[O:17])[C:7]1[CH:12]=[C:11]([CH:13]=[CH2:14])[N:10]=[C:9]([CH:15]=[CH2:16])[CH:8]=1)([CH3:4])([CH3:3])[CH3:2]>CO.[Pd]>[C:1]([O:5][C:6](=[O:17])[C:7]1[CH:12]=[C:11]([CH2:13][CH3:14])[N:10]=[C:9]([CH2:15][CH3:16])[CH:8]=1)([CH3:3])([CH3:4])[CH3:2]. Procedure: To a solution of 2,6-divinyl-isonicotinic acid tert-butyl ester (703 mg, 3.04 mmol) in methanol (15 mL), Pd/C (50 mg, 10% Pd) is added and the mixture is stirred under 1 atm of H2 at rt for 15 h. The catalyst is filtered off and the filtrate is evaporated. The remaining residue is purified by CC on silica gel eluting with heptane:EA 5:1 to give 2,6-diethyl-isonicotinic acid tert-butyl ester (635 mg) as a colourless oil; LC-MS: tR=1.05 min, [M+1]+=236.13. The reactants are ClC1=C(C(=O)N=C=O)C(=CC=C1)Cl (2,6-Dichlorobenzoyl isocyanate), C1(=CC=CC=C1)C=1C=CC(=NC1)N (5-phenyl-2-pyridylamine). Run in ClCCl (dichloromethane), ClCCl (dichloromethane). Product: ClC1=C(C(=O)NC(=O)NC2=NC=C(C=C2)C2=CC=CC=C2)C(=CC=C1)Cl (1-(2,6-DICHLOROBENZOYL)-3-(5-PHENYL-2-PYRIDYL)UREA). Reaction SMILES: [Cl:1][C:2]1[CH:12]=[CH:11][CH:10]=[C:9]([Cl:13])[C:3]=1[C:4]([N:6]=[C:7]=[O:8])=[O:5].[C:14]1([C:20]2[CH:21]=[CH:22][C:23]([NH2:26])=[N:24][CH:25]=2)[CH:19]=[CH:18][CH:17]=[CH:16][CH:15]=1>ClCCl>[Cl:1][C:2]1[CH:12]=[CH:11][CH:10]=[C:9]([Cl:13])[C:3]=1[C:4]([NH:6][C:7]([NH:26][C:23]1[CH:22]=[CH:21][C:20]([C:14]2[CH:19]=[CH:18][CH:17]=[CH:16][CH:15]=2)=[CH:25][N:24]=1)=[O:8])=[O:5]. Procedure details: 2,6-Dichlorobenzoyl isocyanate (1.5 grams) in a small amount of dichloromethane was added to a solution of 5-phenyl-2-pyridylamine (1.0 gram) in 15 ml dichloromethane. After refluxing for about 5 minutes a precipitate formed. Following this, the reaction mixture was stirred at room temperature, cooled, and then the precipitate was filtered and recrystallized from ethanol, yield 1.8 grams. The identity of the final product was confirmed by NMR, m.p. 221°-231° C. Reactants: CCCc1cc(C(F)(F)F)n[nH]1, CC#N, O=C1CCC(=O)N1Cl. The product is CCCc1[nH]nc(C(F)(F)F)c1Cl. RXN SMILES: [CH2:1]([CH2:2][CH3:3])[c:4]1[cH:5][c:6]([C:9]([F:10])([F:11])[F:12])[n:7][nH:8]1.[CH3:21][C:22]#[N:23].[Cl:13][N:14]1[C:15](=[O:16])[CH2:17][CH2:18][C:19]1=[O:20]>>[CH2:1]([CH2:2][CH3:3])[c:4]1[c:5]([Cl:13])[c:6]([C:9]([F:10])([F:11])[F:12])[n:7][nH:8]1.